From a dataset of the Open Reaction Database (ORD), a public repository of structured organic reaction records. describe an organic reaction: reactants, conditions, products, and yield Reactants: FC1=C(OCC(=O)O)C=CC(=C1)CCC(C=1SC(=CC1)C1=CC=C(C=C1)C(F)(F)F)O (2-(2-fluoro-4-(3-hydroxy-3-(5-(4-(trifluoromethyl)phenyl)thien-2-yl)propyl)phenoxy)acetic acid), [H-].[Na+] (sodium hydride), C(C1=CC=CC=C1)Br (benzyl bromide). Product: C(C1=CC=CC=C1)OC(CCC1=CC(=C(OCC(=O)O)C=C1)F)C=1SC(=CC1)C1=CC=C(C=C1)C(F)(F)F (2-(4-(3-(Benzyloxy)-3-(5-(4-(trifluoromethyl)phenyl)thien-2-yl)propyl)-2-fluoro-phenoxy)acetic acid). Reaction SMILES: [F:1][C:2]1[CH:12]=[C:11]([CH2:13][CH2:14][CH:15]([OH:31])[C:16]2[S:17][C:18]([C:21]3[CH:26]=[CH:25][C:24]([C:27]([F:30])([F:29])[F:28])=[CH:23][CH:22]=3)=[CH:19][CH:20]=2)[CH:10]=[CH:9][C:3]=1[O:4][CH2:5][C:6]([OH:8])=[O:7].[H-].[Na+].[CH2:34](Br)[C:35]1[CH:40]=[CH:39][CH:38]=[CH:37][CH:36]=1>>[CH2:34]([O:31][CH:15]([C:16]1[S:17][C:18]([C:21]2[CH:22]=[CH:23][C:24]([C:27]([F:30])([F:29])[F:28])=[CH:25][CH:26]=2)=[CH:19][CH:20]=1)[CH2:14][CH2:13][C:11]1[CH:10]=[CH:9][C:3]([O:4][CH2:5][C:6]([OH:8])=[O:7])=[C:2]([F:1])[CH:12]=1)[C:35]1[CH:40]=[CH:39][CH:38]=[CH:37][CH:36]=1 |f:1.2|. Procedure details: 2-(4-(3-(Benzyloxy)-3-(5-(4-(trifluoromethyl)phenyl)thien-2-yl)propyl)-2-fluoro-phenoxy)acetic acid is prepared from 2-(2-fluoro-4-(3-hydroxy-3-(5-(4-(trifluoromethyl)phenyl)thien-2-yl)propyl)phenoxy)acetic acid using 2.2 equivalents of sodium hydride and 2.2 equivalents of benzyl bromide according to general procedure H. Reactants: OC1=C(C=NC=2CCC(CC12)=O)C(=O)OCC (ethyl 4-hydroxy-6-oxo-5,6,7,8-tetrahydroquinoline-3-carboxylate), [BH4-].[Na+] (NaBH4). Solvent: C(C)O (ethanol). Yields the product OC1=C(C=NC=2CCC(CC12)O)C(=O)OCC (ethyl 4,6-dihydroxy-5,6,7,8-tetrahydroquinoline-3-carboxylate). As a reaction SMILES: [OH:1][C:2]1[C:11]2[CH2:10][C:9](=[O:12])[CH2:8][CH2:7][C:6]=2[N:5]=[CH:4][C:3]=1[C:13]([O:15][CH2:16][CH3:17])=[O:14].[BH4-].[Na+]>C(O)C>[OH:1][C:2]1[C:11]2[CH2:10][CH:9]([OH:12])[CH2:8][CH2:7][C:6]=2[N:5]=[CH:4][C:3]=1[C:13]([O:15][CH2:16][CH3:17])=[O:14] |f:1.2|. Procedure: To a suspension of 6 g of ethyl 4-hydroxy-6-oxo-5,6,7,8-tetrahydroquinoline-3-carboxylate in 200 mL of ethanol, 1.92 g of NaBH4 is added in small portions under ice-cooling and stirring. The reaction mixture is then stirred at room temperature for 6 hours and evaporated to dryness. The residue is taken up in CHCl3, washed successively with 6N NH4OH, and sat. aq. NaCl, dried (MgSO4) and evaporated dryness obtaining ethyl 4,6-dihydroxy-5,6,7,8-tetrahydroquinoline-3-carboxylate. The reactants are [Li]CCCC, CCC(=O)N(C)OC, CCOC(C)=O, [Cl-], [NH4+], O, c1ccc2sccc2c1. The product is CCC(=O)c1cc2ccccc2s1. Reaction SMILES: [CH2:1]([Li:2])[CH2:3][CH2:4][CH3:5].[CH3:15][O:16][N:17]([C:18]([CH2:19][CH3:20])=[O:21])[CH3:22].[CH3:26][CH2:27][O:28][C:29](=[O:30])[CH3:31].[Cl-:23].[NH4+:24].[OH2:25].[s:6]1[c:7]2[c:8]([cH:9][cH:10]1)[cH:11][cH:12][cH:13][cH:14]2>>[s:6]1[c:7]2[c:8]([cH:9][c:10]1[C:18]([CH2:19][CH3:20])=[O:21])[cH:11][cH:12][cH:13][cH:14]2. The reactants are FC(C1=C2C=C(NC2=CC=C1C#N)CCC(F)(F)F)(F)F (4-(trifluoromethyl)-2-(3,3,3-trifluoropropyl)-1H-indole-5-carbonitrile), C(=O)([O-])[O-].[Cs+].[Cs+] (Cs2CO3), ClCC1=NOC(=N1)C1=CC(=CC(=C1)F)F (3-(chloromethyl)-5-(3,5-difluorophenyl)-1,2,4-oxadiazole). Run in C(C)#N (acetonitrile). The product is FC=1C=C(C=C(C1)F)C1=NC(=NO1)CN1C(=CC2=C(C(=CC=C12)C#N)C(F)(F)F)CCC(F)(F)F (1-{[5-(3,5-Difluorophenyl)-1,2,4-oxadiazol-3-yl]methyl}-4-(trifluoromethyl)-2-(3,3,3-trifluoropropyl)-1H-indole-5-carbonitrile). The yield is 23.9%. As a reaction SMILES: [F:1][C:2]([F:21])([F:20])[C:3]1[C:11]([C:12]#[N:13])=[CH:10][CH:9]=[C:8]2[C:4]=1[CH:5]=[C:6]([CH2:14][CH2:15][C:16]([F:19])([F:18])[F:17])[NH:7]2.C([O-])([O-])=O.[Cs+].[Cs+].Cl[CH2:29][C:30]1[N:34]=[C:33]([C:35]2[CH:40]=[C:39]([F:41])[CH:38]=[C:37]([F:42])[CH:36]=2)[O:32][N:31]=1>C(#N)C>[F:41][C:39]1[CH:40]=[C:35]([C:33]2[O:32][N:31]=[C:30]([CH2:29][N:7]3[C:8]4[C:4](=[C:3]([C:2]([F:1])([F:20])[F:21])[C:11]([C:12]#[N:13])=[CH:10][CH:9]=4)[CH:5]=[C:6]3[CH2:14][CH2:15][C:16]([F:19])([F:18])[F:17])[N:34]=2)[CH:36]=[C:37]([F:42])[CH:38]=1 |f:1.2.3|. Procedure details: To a solution of 4-(trifluoromethyl)-2-(3,3,3-trifluoropropyl)-1H-indole-5-carbonitrile (Example 302A) (0.200 g, 0.653 mmol) in anhydrous acetonitrile (25 mL) was added Cs2CO3 (0.851 g, 0.2.612 mmol) and 3-(chloromethyl)-5-(3,5-difluorophenyl)-1,2,4-oxadiazole (0.226 g, 0.979 mmol). The mixture was heated under N2, for 2 h. Upon cooling, the mixture was partitioned between EtOAc and water. The organic phase was separated, dried (MgSO4) and concentrated in vacuo. The residue was purified by flash... Reactants: O=C(CBr)c1ccccc1, CCO, Nc1ccc(O)cc1[N+](=O)[O-], [Na+], [OH-], O. Yields the product Nc1ccc(OCC(=O)c2ccccc2)cc1[N+](=O)[O-]. RXN SMILES: [Br:17][CH2:18][C:19](=[O:20])[c:21]1[cH:22][cH:23][cH:24][cH:25][cH:26]1.[CH3:12][CH2:13][OH:14].[NH2:1][c:2]1[c:3]([N+:9](=[O:10])[O-:11])[cH:4][c:5]([OH:8])[cH:6][cH:7]1.[Na+:16].[OH-:15].[OH2:27]>>[NH2:1][c:2]1[c:3]([N+:9](=[O:10])[O-:11])[cH:4][c:5]([O:8][CH2:18][C:19](=[O:20])[c:21]2[cH:22][cH:23][cH:24][cH:25][cH:26]2)[cH:6][cH:7]1. Product: CNc1ncnc2c(N3CCS(=O)CC3)nc(N3CCNCC3)nc12. RXN SMILES: [CH2:21]1[CH2:22][NH:23][CH2:24][CH2:25][NH:26]1.[Cl:1][c:2]1[n:3][c:4]([N:14]2[CH2:15][CH2:16][S:17](=[O:20])[CH2:18][CH2:19]2)[c:5]2[c:6]([n:7]1)[c:8]([NH:12][CH3:13])[n:9][cH:10][n:11]2.[O:27]1[CH2:28][CH2:29][O:30][CH2:31][CH2:32]1>>[c:2]1([N:23]2[CH2:22][CH2:21][NH:26][CH2:25][CH2:24]2)[n:3][c:4]([N:14]2[CH2:15][CH2:16][S:17](=[O:20])[CH2:18][CH2:19]2)[c:5]2[c:6]([n:7]1)[c:8]([NH:12][CH3:13])[n:9][cH:10][n:11]2. Reactants: C1CNCCN1, CNc1ncnc2c(N3CCS(=O)CC3)nc(Cl)nc12, C1COCCO1.